Dataset: the Open Reaction Database (ORD), a public repository of structured organic reaction records. Task: describe an organic reaction: reactants, conditions, products, and yield Starting materials: [N+](=O)([O-])C1=CC=C(C=C1)CC(=O)N[C@@H]1[C@@H]2N(C(=C(CS2)C2CCCC2)C(=O)[O-])C1=O (cis 7-p-nitrophenylacetamido-3-cyclopentyl-3-cepheme-4-carboxylate). The solvent is FC(C(=O)O)(F)F (trifluoroacetic acid). Product: [N+](=O)([O-])C1=CC=C(C=C1)CC(=O)N[C@@H]1[C@@H]2N(C(=C(CS2)C2CCCC2)C(=O)O)C1=O (cis 7-p-nitrophenylacetamido-3-cyclopentyl-3-cepheme-4-carboxylic acid). Reaction SMILES: [N+:1]([C:4]1[CH:9]=[CH:8][C:7]([CH2:10][C:11]([NH:13][C@H:14]2[C:29](=[O:30])[N:16]3[C:17]([C:26]([O-:28])=[O:27])=[C:18]([CH:21]4[CH2:25][CH2:24][CH2:23][CH2:22]4)[CH2:19][S:20][C@H:15]23)=[O:12])=[CH:6][CH:5]=1)([O-:3])=[O:2]>FC(F)(F)C(O)=O>[N+:1]([C:4]1[CH:9]=[CH:8][C:7]([CH2:10][C:11]([NH:13][C@H:14]2[C:29](=[O:30])[N:16]3[C:17]([C:26]([OH:28])=[O:27])=[C:18]([CH:21]4[CH2:25][CH2:24][CH2:23][CH2:22]4)[CH2:19][S:20][C@H:15]23)=[O:12])=[CH:6][CH:5]=1)([O-:3])=[O:2]. Procedure details: A solution of 244 mg of the ester of Step A in 2.5 ml of trifluoroacetic acid stood at room temperature for 8 minutes and was then evaporated to dryness under reduced pressure. The residue was taken up in benzene and was evaporated to dryness. The residue was triturated with ether and crystallization was effected. The crystals were vacuum filtered, washed with ether and dried to obtain 174 mg of DL cis 7-p-nitrophenylacetamido-3-cyclopentyl-3-cepheme-4-carboxylic acid melting at 170° C. The prod... Starting materials: CC1=NC=2N(C=C1)C(=CN2)C2=CC(=CC=C2)B2OC(C(O2)(C)C)(C)C (7-methyl-3-[3-(4,4,5,5-tetramethyl-[1,3,2]dioxaborolan-2-yl)phenyl]imidazo[1,2-a]pyrimidine), BrC=1C=C(C=CC1)C1=NOC(=N1)C (3-(3-bromophenyl)-5-methyl-[1,2,4]oxadiazole), P(=O)([O-])([O-])[O-].[K+].[K+].[K+] (potassium phosphate). The reagents and catalysts are C=1C=CC(=CC1)[P](C=2C=CC=CC2)(C=3C=CC=CC3)[Pd]([P](C=4C=CC=CC4)(C=5C=CC=CC5)C=6C=CC=CC6)([P](C=7C=CC=CC7)(C=8C=CC=CC8)C=9C=CC=CC9)[P](C=1C=CC=CC1)(C=1C=CC=CC1)C=1C=CC=CC1 (tetrakis(triphenylphosphine)palladium(0)). Solvent: O1CCOCC1 (1,4-dioxane). Run at temperature 90 celsius. Yields the product CC1=NC=2N(C=C1)C(=CN2)C=2C=C(C=CC2)C2=CC(=CC=C2)C2=NOC(=N2)C (7-methyl-3-[3′-(5-methyl-[1,2,4]oxadiazol-3-yl)biphenyl-3-yl]imidazo[1,2-a]pyrimidine). As a reaction SMILES: [CH3:1][C:2]1[CH:7]=[CH:6][N:5]2[C:8]([C:11]3[CH:16]=[CH:15][CH:14]=[C:13](B4OC(C)(C)C(C)(C)O4)[CH:12]=3)=[CH:9][N:10]=[C:4]2[N:3]=1.Br[C:27]1[CH:28]=[C:29]([C:33]2[N:37]=[C:36]([CH3:38])[O:35][N:34]=2)[CH:30]=[CH:31][CH:32]=1.P([O-])([O-])([O-])=O.[K+].[K+].[K+]>O1CCOCC1.C1C=CC([P]([Pd]([P](C2C=CC=CC=2)(C2C=CC=CC=2)C2C=CC=CC=2)([P](C2C=CC=CC=2)(C2C=CC=CC=2)C2C=CC=CC=2)[P](C2C=CC=CC=2)(C2C=CC=CC=2)C2C=CC=CC=2)(C2C=CC=CC=2)C2C=CC=CC=2)=CC=1>[CH3:1][C:2]1[CH:7]=[CH:6][N:5]2[C:8]([C:11]3[CH:12]=[C:13]([C:31]4[CH:32]=[CH:27][CH:28]=[C:29]([C:33]5[N:37]=[C:36]([CH3:38])[O:35][N:34]=5)[CH:30]=4)[CH:14]=[CH:15][CH:16]=3)=[CH:9][N:10]=[C:4]2[N:3]=1 |f:2.3.4.5,^1:56,58,77,96|. Procedure details: To a degassed solution of 7-methyl-3-[3-(4,4,5,5-tetramethyl-[1,3,2]dioxaborolan-2-yl)phenyl]imidazo[1,2-a]pyrimidine (0.1 g, 0.29 mmol) in 1,4-dioxane (3 ml) was added 3-(3-bromophenyl)-5-methyl-[1,2,4]oxadiazole (0.142 g, 0.59 mmol) (prepared as described in WO 95/27692), potassium phosphate (189 mg, 0.89 mmol) and tetrakis(triphenylphosphine)palladium(0) (17 mg, 15 μmol) and the mixture heated at 90° C. for 18 h. After cooling to ambient temperature the solvent was evaporated in vacuo and the...